Dataset: the Open Reaction Database (ORD), a public repository of structured organic reaction records. Task: describe an organic reaction: reactants, conditions, products, and yield The reactants are C(C)OC(CC=1C(=NNC1C)C)=O ((3,5-dimethyl-1H-pyrazol-4-yl)-acetic acid ethyl ester), O.NN (hydrazine hydrate), N1N=CC(=C1)CC(=O)O (4-Pyrazoleacetic acid). Solvent: C(CCC)O (butanol). Product: CC1=NNC(=C1CC(=O)NN)C ((3,5-Dimethyl-1H-pyrazol-4-yl)-acetic acid hydrazide). Yield: 68.0%. Reaction SMILES: C([O:3][C:4](=O)[CH2:5][C:6]1[C:7]([CH3:12])=[N:8][NH:9][C:10]=1[CH3:11])C.[NH:14]1C=C(CC(O)=O)C=[N:15]1.O.NN>C(O)CCC>[CH3:12][C:7]1[C:6]([CH2:5][C:4]([NH:14][NH2:15])=[O:3])=[C:10]([CH3:11])[NH:9][N:8]=1 |f:2.3|. Procedure details: As described for example 112a, (3,5-dimethyl-1H-pyrazol-4-yl)-acetic acid ethyl ester (Rainer, Georg. 4-Pyrazoleacetic acid derivatives. U.S. (1979), U.S. Pat. No. 4,146,721) in butanol was reacted with hydrazine hydrate (3 equivalents) and the resulting mixture was heated under reflux for 6 h. Evaporation of all volatiles afforded the title compound as a colourless oil (yield: 68%). MS: m/e=183.3 [M+H]+. The reactants are FC1=CC=C(C(=O)NC2=C(C=CC=C2)C2NC3=CC=C(C=C3C(C2)(C)C)C(=O)OCC)C=C1 (ethyl 2-(2-(4-fluorobenzamido)phenyl)-4,4-dimethyl-1,2,3,4-tetrahydroquinoline-6-carboxylate), O.[OH-].[Li+] (lithium hydroxide monohydrate), [OH-].[Na+] (sodium hydroxide). Solvent: C(C)O (ethanol), O (water). Yields the product FC1=CC=C(C(=O)NC2=C(C=CC=C2)C2NC3=CC=C(C=C3C(C2)(C)C)C(=O)O)C=C1 (2-[2-(4-fluoro-benzoylamino)-phenyl]-4,4-dimethyl-1,2,3,4-tetrahydro-quinoline-6-carboxylic acid). Reaction SMILES: [F:1][C:2]1[CH:33]=[CH:32][C:5]([C:6]([NH:8][C:9]2[CH:14]=[CH:13][CH:12]=[CH:11][C:10]=2[CH:15]2[CH2:24][C:23]([CH3:26])([CH3:25])[C:22]3[C:17](=[CH:18][CH:19]=[C:20]([C:27]([O:29]CC)=[O:28])[CH:21]=3)[NH:16]2)=[O:7])=[CH:4][CH:3]=1.O.[OH-].[Li+].[OH-].[Na+]>C(O)C.O>[F:1][C:2]1[CH:3]=[CH:4][C:5]([C:6]([NH:8][C:9]2[CH:14]=[CH:13][CH:12]=[CH:11][C:10]=2[CH:15]2[CH2:24][C:23]([CH3:26])([CH3:25])[C:22]3[C:17](=[CH:18][CH:19]=[C:20]([C:27]([OH:29])=[O:28])[CH:21]=3)[NH:16]2)=[O:7])=[CH:32][CH:33]=1 |f:1.2.3,4.5|. Procedure details: To a stirred solution of ethyl 2-(2-(4-fluorobenzamido)phenyl)-4,4-dimethyl-1,2,3,4-tetrahydroquinoline-6-carboxylate (about 0.62 mmol) in ethanol was added a solution of lithium hydroxide monohydrate (129 mg, 3.08 mmol) and sodium hydroxide (50 mg, 1.23 mmol) in water at room temperature. The reaction mixture was concentrated in vacuo. The residue was diluted with water, adjusted pH=3˜4 by 1M aqueous hydrochloric acid, extracted with ethyl acetate. The combined organic layer was washed by brine... The reactants are CC(C)(C)OC(=O)N1CCC(NC(=O)COCCBr)C1, CNC, C1CCOC1. The product is CN(C)CCOCC(=O)NC1CCN(C(=O)OC(C)(C)C)C1. Reaction SMILES: [Br:1][CH2:2][CH2:3][O:4][CH2:5][C:6](=[O:7])[NH:8][CH:9]1[CH2:10][N:11]([C:14](=[O:15])[O:16][C:17]([CH3:18])([CH3:19])[CH3:20])[CH2:12][CH2:13]1.[CH3:21][NH:22][CH3:23].[O:24]1[CH2:25][CH2:26][CH2:27][CH2:28]1>>[CH2:2]([CH2:3][O:4][CH2:5][C:6](=[O:7])[NH:8][CH:9]1[CH2:10][N:11]([C:14](=[O:15])[O:16][C:17]([CH3:18])([CH3:19])[CH3:20])[CH2:12][CH2:13]1)[N:22]([CH3:21])[CH3:23].